Dataset: the Open Reaction Database (ORD), a public repository of structured organic reaction records. Task: describe an organic reaction: reactants, conditions, products, and yield Reactants: BrC=1C(N(C=C(N1)Br)C=1C=C(C(=O)OC)C=C(C1C)F)=O (methyl 3-(3,5-dibromo-2-oxopyrazin-1(2H)-yl)-5-fluoro-4-methylbenzoate), C(C1=CC=CC=C1)OCCCC1=C(C=CC=C1)C(C)(C)N (2-(2-(3-(benzyloxy)propyl)phenyl)propan-2-amine). Yields the product C(C1=CC=CC=C1)OCCCC1=C(C=CC=C1)C(C)(C)NC=1C(N(C=C(N1)Br)C=1C=C(C(=O)OC)C=C(C1C)F)=O (Methyl 3-{3-[(1-{2-[3-(benzyloxy)propyl]phenyl}-1-methylethyl)amino]-5-bromo-2-oxopyrazin-1(2H)-yl}-5-fluoro-4-methylbenzoate). Reaction SMILES: Br[C:2]1[C:3](=[O:21])[N:4]([C:9]2[CH:10]=[C:11]([CH:16]=[C:17]([F:20])[C:18]=2[CH3:19])[C:12]([O:14][CH3:15])=[O:13])[CH:5]=[C:6]([Br:8])[N:7]=1.[CH2:22]([O:29][CH2:30][CH2:31][CH2:32][C:33]1[CH:38]=[CH:37][CH:36]=[CH:35][C:34]=1[C:39]([NH2:42])([CH3:41])[CH3:40])[C:23]1[CH:28]=[CH:27][CH:26]=[CH:25][CH:24]=1>>[CH2:22]([O:29][CH2:30][CH2:31][CH2:32][C:33]1[CH:38]=[CH:37][CH:36]=[CH:35][C:34]=1[C:39]([NH:42][C:2]1[C:3](=[O:21])[N:4]([C:9]2[CH:10]=[C:11]([CH:16]=[C:17]([F:20])[C:18]=2[CH3:19])[C:12]([O:14][CH3:15])=[O:13])[CH:5]=[C:6]([Br:8])[N:7]=1)([CH3:40])[CH3:41])[C:23]1[CH:24]=[CH:25][CH:26]=[CH:27][CH:28]=1. Procedure: The subtitle compound was prepared using a similar method to Example 252h from methyl 3-(3,5-dibromo-2-oxopyrazin-1(2H)-yl)-5-fluoro-4-methylbenzoate (Example 252g) and 2-(2-(3-(benzyloxy)propyl)phenyl)propan-2-amine (Example 323e). Reactants: CCC1(O)CC(=O)OCc2c1cc1n(c2=O)Cc2cc3c(F)cc(F)cc3nc2-1, O=CCCC1CCCCC1. Product: CCC1(O)CC(=O)OCc2c1cc1n(c2=O)Cc2c-1nc1cc(F)cc(F)c1c2CCC1CCCCC1. RXN SMILES: [CH2:1]([CH3:2])[C:3]1([OH:29])[CH2:4][C:5](=[O:28])[O:6][CH2:7][c:8]2[c:9](=[O:27])[n:10]3[c:24]([cH:25][c:26]21)-[c:13]1[c:12]([cH:21][c:20]2[c:15]([n:14]1)[cH:16][c:17]([F:23])[cH:18][c:19]2[F:22])[CH2:11]3.[CH:30]1([CH2:36][CH2:37][CH:38]=[O:39])[CH2:31][CH2:32][CH2:33][CH2:34][CH2:35]1>>[CH2:1]([CH3:2])[C:3]1([OH:29])[CH2:4][C:5](=[O:28])[O:6][CH2:7][c:8]2[c:9](=[O:27])[n:10]3[c:24]([cH:25][c:26]21)-[c:13]1[c:12]([c:21]([CH2:37][CH2:36][CH:30]2[CH2:31][CH2:32][CH2:33][CH2:34][CH2:35]2)[c:20]2[c:15]([n:14]1)[cH:16][c:17]([F:23])[cH:18][c:19]2[F:22])[CH2:11]3. Reactants: NC1=C(C=CC(N1C1=CC=C(OCCCOS(=O)(=O)C)C=C1)=O)C(C1=CC=C(C=C1)F)=O (Methanesulfonic acid 3-{4-[6-amino-5-(4-fluorobenzoyl)-2-oxo-2H-pyridin-1-yl]phenoxy}propyl ester), C1(CCCC1)OC([C@@H](N)CC(C)C)=O (L-leucine cyclopentyl ester), C1(CCCC1)OC([C@@H](N)CC(C)C)=O (L-leucine cyclopentyl ester). The product is NC1=C(C=CC(N1C1=CC=C(OCCCN[C@H](C(=O)OC2CCCC2)CC(C)C)C=C1)=O)C(C1=CC=C(C=C1)F)=O (Cyclopentyl(S)-2-(3-{4-[6-Amino-5-(4-fluorobenzoyl)-2-oxo-2H-pyridin-1-yl]phenoxy}propylamino)-4-methylpentanoate). Reaction SMILES: [NH2:1][C:2]1[N:7]([C:8]2[CH:22]=[CH:21][C:11]([O:12][CH2:13][CH2:14][CH2:15]OS(C)(=O)=O)=[CH:10][CH:9]=2)[C:6](=[O:23])[CH:5]=[CH:4][C:3]=1[C:24](=[O:32])[C:25]1[CH:30]=[CH:29][C:28]([F:31])=[CH:27][CH:26]=1.[CH:33]1([O:38][C:39](=[O:46])[C@H:40]([CH2:42][CH:43]([CH3:45])[CH3:44])[NH2:41])[CH2:37][CH2:36][CH2:35][CH2:34]1>>[NH2:1][C:2]1[N:7]([C:8]2[CH:9]=[CH:10][C:11]([O:12][CH2:13][CH2:14][CH2:15][NH:41][C@@H:40]([CH2:42][CH:43]([CH3:44])[CH3:45])[C:39]([O:38][CH:33]3[CH2:34][CH2:35][CH2:36][CH2:37]3)=[O:46])=[CH:21][CH:22]=2)[C:6](=[O:23])[CH:5]=[CH:4][C:3]=1[C:24](=[O:32])[C:25]1[CH:26]=[CH:27][C:28]([F:31])=[CH:29][CH:30]=1. Procedure details: From Intermediate 4B and L-leucine cyclopentyl ester (Intermediate 8), LCMS purity 97%, m/z 564 [M+H]+, 1H NMR (400 MHz, d6-DMSO), δ: 0.90 (6H, m), 1.60-1.75 (10H, m), 1.90 (2H, m), 2.15 (2H, m), 3.10-3.30 (2H, m), 4.10 (1H, m), 4.15 (2H, m), 5.30 (1H, m), 5.70 (1H, d). 7.15 (2H, d), 7.30 (2H, d), 7.35 (2H, t), 7.50 (1H, d), 7.55 (1H, m) 9.05-30 (2H, m).